From a dataset of the Open Reaction Database (ORD), a public repository of structured organic reaction records. describe an organic reaction: reactants, conditions, products, and yield Starting materials: COc1cc2nc(N(C)CC3(c4ccccc4)CCNCC3)nc(N)c2cc1OC, CCCC#N, CCO, Cl[Cu]. Product: CCCC(=N)N1CCC(CN(C)c2nc(N)c3cc(OC)c(OC)cc3n2)(c2ccccc2)CC1. RXN SMILES: [CH3:1][O:2][c:3]1[cH:4][c:5]2[c:6]([NH2:30])[n:7][c:8]([N:15]([CH3:16])[CH2:17][C:18]3([c:24]4[cH:25][cH:26][cH:27][cH:28][cH:29]4)[CH2:19][CH2:20][NH:21][CH2:22][CH2:23]3)[n:9][c:10]2[cH:11][c:12]1[O:13][CH3:14].[CH3:31][CH2:32][CH2:33][C:34]#[N:35].[CH3:38][CH2:39][OH:40].[Cu:36][Cl:37]>>[CH3:1][O:2][c:3]1[cH:4][c:5]2[c:6]([NH2:30])[n:7][c:8]([N:15]([CH3:16])[CH2:17][C:18]3([c:24]4[cH:25][cH:26][cH:27][cH:28][cH:29]4)[CH2:19][CH2:20][N:21]([C:34]([CH2:33][CH2:32][CH3:31])=[NH:35])[CH2:22][CH2:23]3)[n:9][c:10]2[cH:11][c:12]1[O:13][CH3:14]. Reaction SMILES: [CH2:19]1[O:20][CH2:21][CH2:22][CH2:23]1.[CH3:1][O:2][CH2:3][O:4][c:5]1[c:6]([C:16]([CH3:17])=[O:18])[n:7][c:8]([CH2:11][C:12]([CH3:13])([CH3:14])[CH3:15])[cH:9][cH:10]1.[ClH:24]>>[OH:4][c:5]1[c:6]([C:16]([CH3:17])=[O:18])[n:7][c:8]([CH2:11][C:12]([CH3:13])([CH3:14])[CH3:15])[cH:9][cH:10]1. Reactants: C1CCOC1, COCOc1ccc(CC(C)(C)C)nc1C(C)=O, Cl. The product is CC(=O)c1nc(CC(C)(C)C)ccc1O. The reactants are COCCCN1CCOc2ccc(COC3CN(S(=O)(=O)c4ccc(C)cc4)C(CC(=O)O)CC3c3ccc(COCC(C)COC)cc3)cc21, CNOC, Cl. The product is COCCCN1CCOc2ccc(COC3CN(S(=O)(=O)c4ccc(C)cc4)C(CC(=O)N(C)OC)CC3c3ccc(COCC(C)COC)cc3)cc21. RXN SMILES: [CH3:1][O:2][CH2:3][CH:4]([CH2:5][O:6][CH2:7][c:8]1[cH:9][cH:10][c:11]([CH:14]2[CH2:15][CH:16]([CH2:47][C:48](=[O:49])[OH:50])[N:17]([S:37](=[O:38])(=[O:39])[c:40]3[cH:41][cH:42][c:43]([CH3:46])[cH:44][cH:45]3)[CH2:18][CH:19]2[O:20][CH2:21][c:22]2[cH:23][cH:24][c:25]3[c:26]([cH:36]2)[N:27]([CH2:31][CH2:32][CH2:33][O:34][CH3:35])[CH2:28][CH2:29][O:30]3)[cH:12][cH:13]1)[CH3:51].[CH3:53][NH:54][O:55][CH3:56].[ClH:52]>>[CH3:1][O:2][CH2:3][CH:4]([CH2:5][O:6][CH2:7][c:8]1[cH:9][cH:10][c:11]([CH:14]2[CH2:15][CH:16]([CH2:47][C:48](=[O:50])[N:54]([CH3:53])[O:55][CH3:56])[N:17]([S:37](=[O:38])(=[O:39])[c:40]3[cH:41][cH:42][c:43]([CH3:46])[cH:44][cH:45]3)[CH2:18][CH:19]2[O:20][CH2:21][c:22]2[cH:23][cH:24][c:25]3[c:26]([cH:36]2)[N:27]([CH2:31][CH2:32][CH2:33][O:34][CH3:35])[CH2:28][CH2:29][O:30]3)[cH:12][cH:13]1)[CH3:51]. Starting materials: CC(C)(C)O, Cc1nc(I)c(C)n1-c1cc(F)ncn1, [K+], [OH-]. Product: Cc1nc(I)c(C)n1-c1cc(=O)[nH]cn1. RXN SMILES: [CH3:18][C:19]([OH:20])([CH3:21])[CH3:22].[F:1][c:2]1[n:3][cH:4][n:5][c:6](-[n:8]2[c:9]([CH3:15])[n:10][c:11]([I:14])[c:12]2[CH3:13])[cH:7]1.[K+:17].[OH-:16]>>[c:2]1(=[O:16])[nH:3][cH:4][n:5][c:6](-[n:8]2[c:9]([CH3:15])[n:10][c:11]([I:14])[c:12]2[CH3:13])[cH:7]1. Yields the product CCn1c2ccccc2n2c(=O)c(C(=O)NC)cnc12. Reactants: CCn1c2ccccc2n2c(=O)c(C(=O)O)cnc12, CN. As a reaction SMILES: [CH2:1]([CH3:2])[n:3]1[c:4]2[n:5]([c:6]3[c:7]1[cH:8][cH:9][cH:10][cH:11]3)[c:12](=[O:19])[c:13]([C:16](=[O:17])[OH:18])[cH:14][n:15]2.[CH3:20][NH2:21]>>[CH2:1]([CH3:2])[n:3]1[c:4]2[n:5]([c:6]3[c:7]1[cH:8][cH:9][cH:10][cH:11]3)[c:12](=[O:19])[c:13]([C:16](=[O:18])[NH:21][CH3:20])[cH:14][n:15]2. Reactants: FC(C1=NC=C(C=O)C=C1)(F)F (6-(trifluoromethyl)nicotinaldehyde), CN1N=NC=C1 (1-methyl-1H-1,2,3-triazole), C(CCC)[Li] (n-Butyllithium), CC#N.C(=O)=O (CH3CN CO2). Solvent: C1CCOC1 (THF), C1CCOC1 (THF). Run at temperature -40 celsius, time 40 minute. Yields the product CN1N=NC=C1C(O)C=1C=NC(=CC1)C(F)(F)F ((1-Methyl-1H-1,2,3-triazol-5-yl)(6-(trifluoromethyl)pyridin-3-yl)methanol). Reaction SMILES: [CH3:1][N:2]1[CH:6]=[CH:5][N:4]=[N:3]1.CC#N.C(=O)=O.C([Li])CCC.[F:18][C:19]([F:29])([F:28])[C:20]1[CH:27]=[CH:26][C:23]([CH:24]=[O:25])=[CH:22][N:21]=1>C1COCC1>[CH3:1][N:2]1[C:6]([CH:24]([C:23]2[CH:22]=[N:21][C:20]([C:19]([F:29])([F:18])[F:28])=[CH:27][CH:26]=2)[OH:25])=[CH:5][N:4]=[N:3]1 |f:1.2|. Procedure: A 50 mL flask containing 1-methyl-1H-1,2,3-triazole (0.47 g, 5.71 mmol) in dry THF (3 mL) was cooled to −43° C. (CH3CN—CO2 bath). n-Butyllithium (2.5 M in THF, 2.43 mL, 6.08 mmol) was then added dropwise resulting in a light blue suspension. The suspension was stirred at −40° C. for 40 minutes, and then a homogeneous solution of 6-(trifluoromethyl)nicotinaldehyde (1 g, 5.71 mmol) in THF (7 mL) was introduced at −40° C. The resulting homogeneous colorless solution was allowed to warm gradually to... Reactants: [Si](C)(C)(C(C)(C)C)OCC1(CC=2N(CCS1)C(=NN2)C2(CC2)C2=CC=C(C=C2)C2=NC=C(C#N)C=C2)C (6-(4-{1-[8-({[Tert-butyl(dimethyl)silyl]oxy}methyl)-8-methyl-5,6,8,9-tetrahydro[1,2,4]triazolo[4,3-d][1,4]thiazepin-3-yl]cyclopropyl}phenyl)nicotinonitrile), [F-].C(CCC)[N+](CCCC)(CCCC)CCCC (tetrabutylammonium fluoride), C(O)([O-])=O.[Na+] (sodium hydrogencarbonate). Run in O1CCCC1 (tetrahydrofuran). Conditions: time 1.5 hour. Yields the product OCC1(CC=2N(CCS1)C(=NN2)C2(CC2)C2=CC=C(C=C2)C2=NC=C(C#N)C=C2)C (6-(4-{1-[8-(Hydroxymethyl)-8-methyl-5,6,8,9-tetrahydro[1,2,4]triazolo[4,3-d][1,4]thiazepin-3-yl]cyclopropyl}phenyl)nicotinonitrile). Isolated yield 86.9%. Reaction SMILES: [Si]([O:8][CH2:9][C:10]1([CH3:37])[S:16][CH2:15][CH2:14][N:13]2[C:17]([C:20]3([C:23]4[CH:28]=[CH:27][C:26]([C:29]5[CH:36]=[CH:35][C:32]([C:33]#[N:34])=[CH:31][N:30]=5)=[CH:25][CH:24]=4)[CH2:22][CH2:21]3)=[N:18][N:19]=[C:12]2[CH2:11]1)(C(C)(C)C)(C)C.[F-].C([N+](CCCC)(CCCC)CCCC)CCC.C(=O)([O-])O.[Na+]>O1CCCC1>[OH:8][CH2:9][C:10]1([CH3:37])[S:16][CH2:15][CH2:14][N:13]2[C:17]([C:20]3([C:23]4[CH:28]=[CH:27][C:26]([C:29]5[CH:36]=[CH:35][C:32]([C:33]#[N:34])=[CH:31][N:30]=5)=[CH:25][CH:24]=4)[CH2:22][CH2:21]3)=[N:18][N:19]=[C:12]2[CH2:11]1 |f:1.2,3.4|. Procedure details: To a solution of the compound (33.1 g, 62.0 mmol) obtained in Example 60-4) in tetrahydrofuran (500 mL), tetrabutylammonium fluoride (74.4 mL, 1 M tetrahydrofuran solution) was added, and the mixture was stirred at room temperature for 1.5 h. Saturated aqueous sodium hydrogencarbonate was added to the reaction mixture, and the mixture was extracted with ethyl acetate. The organic layer was washed with saturated sodium chloride solution and then dried with anhydrous sodium sulfate, and the solven...